Dataset: the Open Reaction Database (ORD), a public repository of structured organic reaction records. Task: describe an organic reaction: reactants, conditions, products, and yield Starting materials: C1(=CC=CC=C1)C(C)O (1-phenylethanol), C1(CCCCC1)=O (cyclohexanone). Reagents/catalysts: catalyst. Solvent: C1(=CC=CC=C1)C (toluene). Product: C(C)(=O)C1=CC=CC=C1 (Acetophenone). RXN SMILES: [C:1]1([CH:7]([OH:9])[CH3:8])[CH:6]=[CH:5][CH:4]=[CH:3][CH:2]=1.C1(=O)CCCCC1>C1(C)C=CC=CC=1>[C:7]([C:1]1[CH:6]=[CH:5][CH:4]=[CH:3][CH:2]=1)(=[O:9])[CH3:8]. Procedure details: 5.0 g (40.9 mmol) of 1-phenylethanol, 15.0 g (153 mmol) of cyclohexanone and 1.0 g of catalyst from Example 9 in 30 g of toluene were heated at 70° C. under argon. After a reaction time of 10 hours, the reaction mixture was analyzed by gas chromatography. The yield of product was 94.2 percent. Product: [Si](C)(C)(C(C)(C)C)OCC1(CC=2N(CCS1)C(=NN2)C2(CC2)C2=CC=C(C=C2)C2=CC=C(C=C2)C(=O)N2CCCC2)C (8-({[Tert-butyl(dimethyl)silyl]oxy}methyl)-8-methyl-3-{1-[4′-(pyrrolidin-1-ylcarbonyl)biphenyl-4-yl]cyclopropyl}-5,6,8,9-tetrahydro[1,2,4]triazolo[4,3-d][1,4]thiazepine). Isolated yield 91.2%. Reagents/catalysts: C=1C=CC(=CC1)/C=C/C(=O)/C=C/C2=CC=CC=C2.C=1C=CC(=CC1)/C=C/C(=O)/C=C/C2=CC=CC=C2.C=1C=CC(=CC1)/C=C/C(=O)/C=C/C2=CC=CC=C2.[Pd].[Pd] (tris(dibenzylideneacetone)dipalladium(0)). The reactants are [Si](C)(C)(C(C)(C)C)OCC1(CC=2N(CCS1)C(=NN2)C2(CC2)C2=CC=C(C=C2)Cl)C (8-({[Tert-butyl(dimethyl)silyl]oxy}methyl)-3-[1-(4-chlorophenyl)cyclopropyl]-8-methyl-5,6,8,9-tetrahydro[1,2,4]triazolo[4,3-d][1,4]thiazepine), N1(CCCC1)C(=O)C1=CC=C(C=C1)B(O)O (4-(pyrrolidin-1-ylcarbonyl)phenylboronic acid), C1(CCCCC1)P(C1CCCCC1)C1CCCCC1 (tricyclohexylphosphine), P(=O)([O-])([O-])[O-].[K+].[K+].[K+] (tripotassium phosphate). As a reaction SMILES: [Si:1]([O:8][CH2:9][C:10]1([CH3:30])[S:16][CH2:15][CH2:14][N:13]2[C:17]([C:20]3([C:23]4[CH:28]=[CH:27][C:26](Cl)=[CH:25][CH:24]=4)[CH2:22][CH2:21]3)=[N:18][N:19]=[C:12]2[CH2:11]1)([C:4]([CH3:7])([CH3:6])[CH3:5])([CH3:3])[CH3:2].[N:31]1([C:36]([C:38]2[CH:43]=[CH:42][C:41](B(O)O)=[CH:40][CH:39]=2)=[O:37])[CH2:35][CH2:34][CH2:33][CH2:32]1.C1(P(C2CCCCC2)C2CCCCC2)CCCCC1.P([O-])([O-])([O-])=O.[K+].[K+].[K+]>O1CCOCC1.O.C1C=CC(/C=C/C(/C=C/C2C=CC=CC=2)=O)=CC=1.C1C=CC(/C=C/C(/C=C/C2C=CC=CC=2)=O)=CC=1.C1C=CC(/C=C/C(/C=C/C2C=CC=CC=2)=O)=CC=1.[Pd].[Pd]>[Si:1]([O:8][CH2:9][C:10]1([CH3:30])[S:16][CH2:15][CH2:14][N:13]2[C:17]([C:20]3([C:23]4[CH:28]=[CH:27][C:26]([C:41]5[CH:40]=[CH:39][C:38]([C:36]([N:31]6[CH2:32][CH2:33][CH2:34][CH2:35]6)=[O:37])=[CH:43][CH:42]=5)=[CH:25][CH:24]=4)[CH2:22][CH2:21]3)=[N:18][N:19]=[C:12]2[CH2:11]1)([C:4]([CH3:7])([CH3:6])[CH3:5])([CH3:3])[CH3:2] |f:3.4.5.6,9.10.11.12.13|. Procedure: A solution of the compound (324 mg, 0.7 mmol) obtained in Example 1-2), 4-(pyrrolidin-1-ylcarbonyl)phenylboronic acid (32 mg, 0.77 mmol), tris(dibenzylideneacetone)dipalladium(0) (32 mg, 0.04 mmol), tricyclohexylphosphine (23 mg, 0.08 mmol), and tripotassium phosphate (260 mg, 1.19 mmol) in dioxane (2 mL) and water (1 mL) was stirred at 140° C. for 2 h under microwave irradiation. The reaction mixture was purified by silica gel chromatography (Isco Combiflash, 12 g, methanol:ethyl acetate=0:100 ... Solvent: O1CCOCC1 (dioxane), O (water).